This data is from the Open Reaction Database (ORD), a public repository of structured organic reaction records. The task is: describe an organic reaction: reactants, conditions, products, and yield Reactants: COC1=CC=C(C=C1)C1=CC=C2C(=CN(C2=C1)C1=CC(=NC=N1)NC)C1=CC(=CC=C1)[N+](=O)[O-] (6-(6-(4-methoxyphenyl)-3-(3-nitrophenyl)-1H-indol-1-yl)-N-methylpyrimidin-4-amine). The reagents and catalysts are [Ni] (Raney nickel). Solvent: CO.CN(C)C=O (Methanol DMF). Reaction conditions: time 12 hour. Yields the product NC=1C=C(C=CC1)C1=CN(C2=CC(=CC=C12)C1=CC=C(C=C1)OC)C1=CC(=NC=N1)NC (6-(3-(3-aminophenyl)-6-(4-methoxyphenyl)-1H-indol-1-yl)-N-methylpyrimidin-4-amine). The yield is 89.0%. Reaction SMILES: [CH3:1][O:2][C:3]1[CH:8]=[CH:7][C:6]([C:9]2[CH:17]=[C:16]3[C:12]([C:13]([C:26]4[CH:31]=[CH:30][CH:29]=[C:28]([N+:32]([O-])=O)[CH:27]=4)=[CH:14][N:15]3[C:18]3[N:23]=[CH:22][N:21]=[C:20]([NH:24][CH3:25])[CH:19]=3)=[CH:11][CH:10]=2)=[CH:5][CH:4]=1>[Ni].CO.CN(C=O)C>[NH2:32][C:28]1[CH:27]=[C:26]([C:13]2[C:12]3[C:16](=[CH:17][C:9]([C:6]4[CH:5]=[CH:4][C:3]([O:2][CH3:1])=[CH:8][CH:7]=4)=[CH:10][CH:11]=3)[N:15]([C:18]3[N:23]=[CH:22][N:21]=[C:20]([NH:24][CH3:25])[CH:19]=3)[CH:14]=2)[CH:31]=[CH:30][CH:29]=1 |f:2.3|. Reported procedure: Methanol/DMF (2:1, 20 mL) was added to 6-(6-(4-methoxyphenyl)-3-(3-nitrophenyl)-1H-indol-1-yl)-N-methylpyrimidin-4-amine (70 mg, 0.16 mmol) and Raney nickel (Raney Ni; about 50 mg). The mixture was stirred at room temperature for 12 hours under hydrogen gas (1 atm). The reaction solution was filtered using a diatomite pad and concentrated under reduced pressure. The target compound (60 mg) was obtained as brown solid. Starting materials: O=C([O-])[O-], CCCc1nccs1, C1CCOC1, CO, [Cl-], [Cl-], Clc1ccc(Cl)nn1, Cl, [Na+], [Na+], [Zn+2]. Yields the product CCCc1ncc(-c2ccc(Cl)nn2)s1. RXN SMILES: [C:18](=[O:19])([O-:20])[O-:21].[CH2:1]([CH2:2][CH3:3])[c:4]1[s:5][cH:6][cH:7][n:8]1.[CH2:24]1[O:25][CH2:26][CH2:27][CH2:28]1.[CH3:32][OH:33].[Cl-:29].[Cl-:31].[Cl:9][c:10]1[n:11][n:12][c:13]([Cl:16])[cH:14][cH:15]1.[ClH:17].[Na+:22].[Na+:23].[Zn+2:30]>>[CH2:1]([CH2:2][CH3:3])[c:4]1[s:5][c:6](-[c:13]2[n:12][n:11][c:10]([Cl:9])[cH:15][cH:14]2)[cH:7][n:8]1. Reactants: C([O-])([O-])=O.[Na+].[Na+] (sodium carbonate), C(C1=CC=CC=C1)N1C[C@H]([C@H](C1)C1=CC=C(C=C1)Cl)C(=O)O ((3S,4S)-1-Benzyl-4-(4-chloro-phenyl)-pyrrolidine-3-carboxylic acid), ClCCl (dichloro methane), S(O)(O)(=O)=O (sulfuric acid). The solvent is CO (methanol). Conditions: temperature 60 celsius, time 18 hour. The product is COC(=O)[C@@H]1CN(C[C@@H]1C1=CC=C(C=C1)Cl)CC1=CC=CC=C1 ((3S,4 S)-1-Benzyl-4-(4-chloro-phenyl)-pyrrolidine-3-carboxylic acid methyl ester). The yield is 96.0%. RXN SMILES: [CH2:1]([N:8]1[CH2:12][C@H:11]([C:13]2[CH:18]=[CH:17][C:16]([Cl:19])=[CH:15][CH:14]=2)[C@H:10]([C:20]([OH:22])=[O:21])[CH2:9]1)[C:2]1[CH:7]=[CH:6][CH:5]=[CH:4][CH:3]=1.S(=O)(=O)(O)O.Cl[CH2:29]Cl.C(=O)([O-])[O-].[Na+].[Na+]>CO>[CH3:29][O:21][C:20]([C@H:10]1[C@@H:11]([C:13]2[CH:14]=[CH:15][C:16]([Cl:19])=[CH:17][CH:18]=2)[CH2:12][N:8]([CH2:1][C:2]2[CH:3]=[CH:4][CH:5]=[CH:6][CH:7]=2)[CH2:9]1)=[O:22] |f:3.4.5|. Procedure details: (3S,4S)-1-Benzyl-4-(4-chloro-phenyl)-pyrrolidine-3-carboxylic acid (7.0 g, 22.0 mmol) were dissolved in methanol (75 mL) and at ambient temperature treated with sulfuric acid 97% (2.4 mL). The reaction mixture was stirred at 60° C. for 18 h. At 0° C. dichloro methane (150 mL) was added followed by aqueous sodium carbonate 10% (150 mL) (final pH 11) under vigorous stirring. The phases were separated. The aqueous phase was washed with dichloro methane, the combined organic phases with water and br...